Dataset: the Open Reaction Database (ORD), a public repository of structured organic reaction records. Task: describe an organic reaction: reactants, conditions, products, and yield Starting materials: CCOc2ccc1ccccc1c2 (substrate), Cc1ccc([Mg]Br)cc1 (effective_coupling_partner). Reagents/catalysts: C1-CDC. Run at temperature 60 celsius, time 4 hour. The product is Cc3ccc(c2ccc1ccccc1c2)cc3. Reactants: C1(CCCCC1)C=1C=C(C=O)C=CC1OC (3-Cyclohexyl-4-methoxybenzaldehyde), N1C(CC2=CC=CN=C12)=O (7-aza-2-oxindole). The product is C1(CCCCC1)C=1C=C(C=C2C(NC3=NC=CC=C32)=O)C=CC1OC (3-(3-Cyclohexyl-4-methoxy-benzylidene)-1,3-dihydropyrrolo[2,3-b]pyridin-2-one). Reaction SMILES: [CH:1]1([C:7]2[CH:8]=[C:9]([CH:12]=[CH:13][C:14]=2[O:15][CH3:16])[CH:10]=O)[CH2:6][CH2:5][CH2:4][CH2:3][CH2:2]1.[NH:17]1[C:25]2[C:20](=[CH:21][CH:22]=[CH:23][N:24]=2)[CH2:19][C:18]1=[O:26]>>[CH:1]1([C:7]2[CH:8]=[C:9]([CH:12]=[CH:13][C:14]=2[O:15][CH3:16])[CH:10]=[C:19]2[C:20]3[C:25](=[N:24][CH:23]=[CH:22][CH:21]=3)[NH:17][C:18]2=[O:26])[CH2:6][CH2:5][CH2:4][CH2:3][CH2:2]1. Reported procedure: 3-Cyclohexyl-4-methoxybenzaldehyde was condensed with 7-aza-2-oxindole to give 0.25 g of 3-(3-Cyclohexyl-4-methoxy-benzylidene)-1,3-dihydropyrrolo[2,3-b]pyridin-2-one as a yellow-orange solid. Reported procedure: In a manner similar to Preparation 2, react 4-[ethyl(heptyl)amino]butanol with 4-fluoronitrobenzene to obtain the title compound. Reactants: C(C)N(CCCCO)CCCCCCC (4-[ethyl(heptyl)amino]butanol), FC1=CC=C(C=C1)[N+](=O)[O-] (4-fluoronitrobenzene). Product: C(C)N(CCCCCCC)CCCCOC1=CC=C(C=C1)[N+](=O)[O-] (N-Ethyl-N-[(4-nitrophenoxy)butyl]heptanamine). RXN SMILES: [CH2:1]([N:3]([CH2:9][CH2:10][CH2:11][CH2:12][CH2:13][CH2:14][CH3:15])[CH2:4][CH2:5][CH2:6][CH2:7][OH:8])[CH3:2].F[C:17]1[CH:22]=[CH:21][C:20]([N+:23]([O-:25])=[O:24])=[CH:19][CH:18]=1>>[CH2:1]([N:3]([CH2:4][CH2:5][CH2:6][CH2:7][O:8][C:17]1[CH:22]=[CH:21][C:20]([N+:23]([O-:25])=[O:24])=[CH:19][CH:18]=1)[CH2:9][CH2:10][CH2:11][CH2:12][CH2:13][CH2:14][CH3:15])[CH3:2]. Starting materials: CC(=O)OC1CCC2(C)C(CCC3C2C(OC(C)=O)C(O)C2(C)C3CC3OC4(CCC(C)CO4)C(C)C32)C1, ClCCl, O=[Cr](=O)=O, c1ccncc1. Yields the product CC(=O)OC1CCC2(C)C(CCC3C2C(OC(C)=O)C(=O)C2(C)C3CC3OC4(CCC(C)CO4)C(C)C32)C1. RXN SMILES: [C:1]([CH3:2])(=[O:3])[O:4][CH:5]1[CH2:6][CH:7]2[CH2:8][CH2:9][CH:10]3[CH:11]4[CH2:12][CH:13]5[CH:14]([CH:15]([CH3:16])[C:17]6([O:18]5)[CH2:19][CH2:20][CH:21]([CH3:22])[CH2:23][O:24]6)[C:25]4([CH3:38])[CH:26]([OH:37])[CH:27]([O:33][C:34]([CH3:35])=[O:36])[CH:28]3[C:29]2([CH3:32])[CH2:30][CH2:31]1.[CH2:49]([Cl:50])[Cl:51].[O:39]=[Cr:40](=[O:41])=[O:42].[cH:43]1[cH:44][cH:45][n:46][cH:47][cH:48]1>>[C:1]([CH3:2])(=[O:3])[O:4][CH:5]1[CH2:6][CH:7]2[CH2:8][CH2:9][CH:10]3[CH:11]4[CH2:12][CH:13]5[CH:14]([CH:15]([CH3:16])[C:17]6([O:18]5)[CH2:19][CH2:20][CH:21]([CH3:22])[CH2:23][O:24]6)[C:25]4([CH3:38])[C:26](=[O:37])[CH:27]([O:33][C:34]([CH3:35])=[O:36])[CH:28]3[C:29]2([CH3:32])[CH2:30][CH2:31]1. Starting materials: COc1ccc(Br)cc1S(=O)(=O)Cl, CCOC(C)=O, Nc1ccc(F)cc1[N+](=O)[O-], c1ccncc1. Yields the product COc1ccc(Br)cc1S(=O)(=O)Nc1ccc(F)cc1[N+](=O)[O-]. As a reaction SMILES: [Br:12][c:13]1[cH:14][cH:15][c:16]([O:23][CH3:24])[c:17]([S:19](=[O:20])(=[O:21])[Cl:22])[cH:18]1.[CH3:31][CH2:32][O:33][C:34](=[O:35])[CH3:36].[F:1][c:2]1[cH:3][c:4]([N+:9](=[O:10])[O-:11])[c:5]([NH2:6])[cH:7][cH:8]1.[cH:25]1[cH:26][cH:27][n:28][cH:29][cH:30]1>>[F:1][c:2]1[cH:3][c:4]([N+:9](=[O:10])[O-:11])[c:5]([NH:6][S:19]([c:17]2[c:16]([O:23][CH3:24])[cH:15][cH:14][c:13]([Br:12])[cH:18]2)(=[O:20])=[O:21])[cH:7][cH:8]1.